The task is: describe an organic reaction: reactants, conditions, products, and yield. This data is from the Open Reaction Database (ORD), a public repository of structured organic reaction records. Starting materials: CCN=C=NCCCN(CC)CC, CN(C)c1ccncc1, ClC(Cl)Cl, Cl, NCC(F)(F)F, Nc1cc(C2=NOC(c3cc(Cl)cc(Cl)c3)(C(F)(F)F)C2)ccc1C(=O)O. Yields the product Nc1cc(C2=NOC(c3cc(Cl)cc(Cl)c3)(C(F)(F)F)C2)ccc1C(=O)NCC(F)(F)F. As a reaction SMILES: [CH2:35]([N:36]([CH2:37][CH3:38])[CH2:39][CH2:40][CH2:41][N:42]=[C:43]=[N:44][CH2:45][CH3:46])[CH3:47].[CH3:52][N:53]([c:54]1[cH:55][cH:56][n:57][cH:58][cH:59]1)[CH3:60].[CH:48]([Cl:49])([Cl:50])[Cl:51].[ClH:34].[F:28][C:29]([CH2:30][NH2:31])([F:32])[F:33].[NH2:1][c:2]1[c:3]([C:4](=[O:5])[OH:6])[cH:7][cH:8][c:9]([C:11]2=[N:12][O:13][C:14]([C:16]([F:17])([F:18])[F:19])([c:20]3[cH:21][c:22]([Cl:27])[cH:23][c:24]([Cl:26])[cH:25]3)[CH2:15]2)[cH:10]1>>[NH2:1][c:2]1[c:3]([C:4](=[O:6])[NH:31][CH2:30][C:29]([F:28])([F:32])[F:33])[cH:7][cH:8][c:9]([C:11]2=[N:12][O:13][C:14]([C:16]([F:17])([F:18])[F:19])([c:20]3[cH:21][c:22]([Cl:27])[cH:23][c:24]([Cl:26])[cH:25]3)[CH2:15]2)[cH:10]1. The reactants are C1(=CC=CC=C1)C (toluene), CC=1C=CC(=CC1)C (p-xylene). Run in ClCCl (dichloromethane). Product: C(C)C1=CC=CC=C1 (ethylbenzene), C(C)C1=CC=C(C=C1)C (4-ethyltoluene). Yield: 89.0%. Reaction SMILES: [C:1]1([CH3:7])[CH:6]=[CH:5][CH:4]=[CH:3][CH:2]=1.[CH3:8][C:9]1[CH:10]=[CH:11][C:12]([CH3:15])=[CH:13][CH:14]=1>ClCCl>[CH2:7]([C:1]1[CH:6]=[CH:5][CH:4]=[CH:3][CH:2]=1)[CH3:8].[CH2:8]([C:9]1[CH:14]=[CH:13][C:12]([CH3:15])=[CH:11][CH:10]=1)[CH3:1]. Procedure: of the Dofasco Boatslip in 1992 resulted in the biodegradation of several organic compounds (mean of three samples, reductions as follows; toluene 80%, ethylbenzene 86%, m/p-xylene 76%, 3/4-ethyltoluene 89%, and dichloromethane 65%) (FIG. 29). These relatively rapid biodegradation rates are similar to those reported in laboratory studies where nitrate was added to enhance biodegradation (Hutchins 1991). Starting materials: [N+](=O)(O)[O-] (nitric acid), zeolite, [N+](=O)([O-])C1=CC=CC2=C(C=CC=C12)[N+](=O)[O-] (1,5-dinitronaphthalene). Product: NC1=CC=CC2=C(C=CC=C12)N (1,5-diaminonaphthalene). Reaction SMILES: [N+]([O-])(O)=O.[N+:5]([C:8]1[C:17]2[C:12](=[C:13]([N+:18]([O-])=O)[CH:14]=[CH:15][CH:16]=2)[CH:11]=[CH:10][CH:9]=1)([O-])=O>>[NH2:5][C:8]1[C:17]2[C:12](=[C:13]([NH2:18])[CH:14]=[CH:15][CH:16]=2)[CH:11]=[CH:10][CH:9]=1. Procedure: The invention also provides a process for the production of 1,5-diaminonaphthalene in which naphthalene and/or 1-nitronaphthalene is reacted with nitric acid in the presence of a zeolite and then the resulting 1,5-dinitronaphthalene is hydrogenated to form 1,5-diaminonaphthalene. Reactants: COC=1C=C(C=C(C1)OC)N1C(CCCC1)CC(=O)O (2-[1-(3,5-dimethoxyphenyl)piperidin-2-yl]acetic acid), C(C)(=O)[O-].[Na+] (sodium acetate), C(C)(=O)OC(C)=O (acetic anhydride). The solvent is C(C)(=O)O (acetic acid). Product: COC1=C2C(CC3N(C2=CC(=C1)OC)CCCC3)=O (3,4,4a,5-tetrahydro-7,9-dimethoxy-1H,2H-pyrido[1,2-a]quinolin-6-one). As a reaction SMILES: [CH3:1][O:2][C:3]1[CH:4]=[C:5]([N:11]2[CH2:16][CH2:15][CH2:14][CH2:13][CH:12]2[CH2:17][C:18]([OH:20])=O)[CH:6]=[C:7]([O:9][CH3:10])[CH:8]=1.C([O-])(=O)C.[Na+].C(OC(=O)C)(=O)C>C(O)(=O)C>[CH3:10][O:9][C:7]1[CH:8]=[C:3]([O:2][CH3:1])[CH:4]=[C:5]2[C:6]=1[C:18](=[O:20])[CH2:17][CH:12]1[CH2:13][CH2:14][CH2:15][CH2:16][N:11]12 |f:1.2|. Reported procedure: Under a nitrogen atmosphere, a mixture of 12.1 g. (0.043 mole) dl-2-[1-(3,5-dimethoxyphenyl)piperidin-2-yl]acetic acid, 100 ml. glacial acetic acid, 6.0 g. sodium acetate and 100 ml. acetic anhydride was stirred at room temperature overnight. The acetic acid and acetic anhydride were removed by evaporation in vacuo, the residue partitioned between methylene chloride and saturated aqueous sodium bicarbonate solution, and the organic phase washed with sodium bicarbonate, water, brine and dried (Mg... Product: C(C1=CC=CC=C1)SC=1C=C2C=CC(N(C2=CC1)C1=C(C=C(C(=C1)F)Br)OC)=O (6-(benzylthio)-1-(4-bromo-5-fluoro-2-methoxyphenyl)quinolin-2(1H)-one). Reaction SMILES: [CH2:1]([S:8][C:9]1[CH:10]=[CH:11][C:12]([NH:22][C:23]2[CH:28]=[C:27]([F:29])[C:26]([Br:30])=[CH:25][C:24]=2[O:31][CH3:32])=[C:13](/[CH:15]=[CH:16]/[C:17](OCC)=[O:18])[CH:14]=1)[C:2]1[CH:7]=[CH:6][CH:5]=[CH:4][CH:3]=1.C[O-].[Na+].Cl>CO>[CH2:1]([S:8][C:9]1[CH:14]=[C:13]2[C:12](=[CH:11][CH:10]=1)[N:22]([C:23]1[CH:28]=[C:27]([F:29])[C:26]([Br:30])=[CH:25][C:24]=1[O:31][CH3:32])[C:17](=[O:18])[CH:16]=[CH:15]2)[C:2]1[CH:3]=[CH:4][CH:5]=[CH:6][CH:7]=1 |f:1.2|. Starting materials: C(C1=CC=CC=C1)SC=1C=CC(=C(C1)/C=C/C(=O)OCC)NC1=C(C=C(C(=C1)F)Br)OC ((E)-ethyl 3-(5-(benzylthio)-2-((4-bromo-5-fluoro-2-methoxyphenyl)amino)phenyl)-acrylate), C[O-].[Na+] (sodium methoxide), Cl (HCl). The solvent is CO (MeOH). Reaction conditions: temperature 100 celsius. Procedure details: (E)-ethyl 3-(5-(benzylthio)-2-((4-bromo-5-fluoro-2-methoxyphenyl)amino)phenyl)-acrylate (0.400 g, 0.775 mmol was added to a flask followed by MeOH (10.00 mL) and sodium methoxide (1.6 mL, 1.641 mmol). The flask was fitted with reflux condensor and heated to 100° C. for 1 hour. The reaction was cooled to RT and poured into 20 mL HCl (IN). Extracted with EtOAc (3×), dried over magnesium sulfate and filtered. The resulting material was concentrated and used without further purification to yield 0.3...